This data is from the Open Reaction Database (ORD), a public repository of structured organic reaction records. The task is: describe an organic reaction: reactants, conditions, products, and yield The reactants are CC(C)(C)OC(=O)NC(Cc1ccccc1)C(=O)NC1c2ccsc2CC1O, ClC(Cl)Cl, O=C(O)C(F)(F)F. Yields the product NC(Cc1ccccc1)C(=O)NC1c2ccsc2CC1O. RXN SMILES: [C:1]([O:2][C:3](=[O:4])[NH:7][CH:8]([CH2:9][c:10]1[cH:11][cH:12][cH:13][cH:14][cH:15]1)[C:16]([NH:17][CH:18]1[CH:19]([OH:26])[CH2:20][c:21]2[s:22][cH:23][cH:24][c:25]21)=[O:27])([CH3:5])([CH3:6])[CH3:28].[CH:36]([Cl:37])([Cl:38])[Cl:39].[F:29][C:30]([F:31])([F:32])[C:33]([OH:34])=[O:35]>>[NH2:7][CH:8]([CH2:9][c:10]1[cH:11][cH:12][cH:13][cH:14][cH:15]1)[C:16]([NH:17][CH:18]1[CH:19]([OH:26])[CH2:20][c:21]2[s:22][cH:23][cH:24][c:25]21)=[O:27]. Reactants: C(C)(C)(C)OC(=O)NCC1=CC=C(C=C1)C1=CC(=NN1C1=CC=C(C=C1)OC)C(=O)OCC (ethyl 5-(4-{[(tert-butoxycarbonyl)amino]-methyl}phenyl)-1-(4-methoxyphenyl)-1H-pyrazole-3-carboxylate), C[O-].[Na+] (sodium methoxide), C(=O)N (formamide). Run at temperature 70 celsius, time 2 hour. Product: NC(=O)C1=NN(C(=C1)C1=CC=C(CNC(OC(C)(C)C)=O)C=C1)C1=CC=C(C=C1)OC (tert-butyl {4-[3-(aminocarbonyl)-1-(4-methoxyphenyl)-1H-pyrazol-5-yl]benzyl}carbamate). Reaction SMILES: [C:1]([O:5][C:6]([NH:8][CH2:9][C:10]1[CH:15]=[CH:14][C:13]([C:16]2[N:20]([C:21]3[CH:26]=[CH:25][C:24]([O:27][CH3:28])=[CH:23][CH:22]=3)[N:19]=[C:18]([C:29]([O:31]CC)=O)[CH:17]=2)=[CH:12][CH:11]=1)=[O:7])([CH3:4])([CH3:3])[CH3:2].C[O-].[Na+].C([NH2:39])=O>>[NH2:39][C:29]([C:18]1[CH:17]=[C:16]([C:13]2[CH:12]=[CH:11][C:10]([CH2:9][NH:8][C:6](=[O:7])[O:5][C:1]([CH3:2])([CH3:3])[CH3:4])=[CH:15][CH:14]=2)[N:20]([C:21]2[CH:22]=[CH:23][C:24]([O:27][CH3:28])=[CH:25][CH:26]=2)[N:19]=1)=[O:31] |f:1.2|. Procedure details: A mixture of ethyl 5-(4-{[(tert-butoxycarbonyl)amino]-methyl}phenyl)-1-(4-methoxyphenyl)-1H-pyrazole-3-carboxylate (500 mg) and sodium methoxide (239 mg) in formamide 5 ml was stirred at 70° C. for 2 hours. The mixture was cooled to ambient temperature and partitioned between AcOEt and brine. The organic layer was washed with saturated aqueous sodium chloride solution, dried over magnesium sulfate, and concentrated in vacuo to give tert-butyl {4-[3-(aminocarbonyl)-1-(4-methoxyphenyl)-1H-pyrazol-... Starting materials: CCNCC, ClCCCOc1ccc2c(-c3c(-c4ccccn4)nn4ccccc34)ccnc2c1, CN(C)C=O. Product: CCN(CC)CCCOc1ccc2c(-c3c(-c4ccccn4)nn4ccccc34)ccnc2c1. Reaction SMILES: [CH2:31]([CH3:32])[NH:33][CH2:34][CH3:35].[Cl:1][CH2:2][CH2:3][CH2:4][O:5][c:6]1[cH:7][cH:8][c:9]2[c:10](-[c:16]3[c:17](-[c:25]4[n:26][cH:27][cH:28][cH:29][cH:30]4)[n:18][n:19]4[c:20]3[cH:21][cH:22][cH:23][cH:24]4)[cH:11][cH:12][n:13][c:14]2[cH:15]1.[O:36]=[CH:37][N:38]([CH3:39])[CH3:40]>>[CH2:2]([CH2:3][CH2:4][O:5][c:6]1[cH:7][cH:8][c:9]2[c:10](-[c:16]3[c:17](-[c:25]4[n:26][cH:27][cH:28][cH:29][cH:30]4)[n:18][n:19]4[c:20]3[cH:21][cH:22][cH:23][cH:24]4)[cH:11][cH:12][n:13][c:14]2[cH:15]1)[N:33]([CH2:31][CH3:32])[CH2:34][CH3:35]. Starting materials: O=C1NCCNC1 (2-oxopiperazine), Cl.ClCC(OC)=N (methyl 2-chloroacetimidate hydrochloride). Run in CO (methanol). Reaction conditions: time 2 hour. Yields the product Cl.O=C1CN(CCN1)C(CCl)=N (2-(3-oxopiperazin-1-yl)-2-iminoethylchloride hydrochloride). The yield is 197.1%. RXN SMILES: [O:1]=[C:2]1[CH2:7][NH:6][CH2:5][CH2:4][NH:3]1.Cl.[Cl:9][CH2:10][C:11](=[NH:14])OC>CO>[ClH:9].[O:1]=[C:2]1[NH:3][CH2:4][CH2:5][N:6]([C:11](=[NH:14])[CH2:10][Cl:9])[CH2:7]1 |f:1.2,4.5|. Reported procedure: 8.64 g of 2-oxopiperazine were added to a solution of 12.4 g of methyl 2-chloroacetimidate hydrochloride in 44.8 ml of anhydrous methanol, and the mixture was stirred at room temperature for 2 hours. After completion of the reaction, a small amount of insoluble material was filtered off and the solvent was distilled off from the filtrate. Ether was added to the residue, and the precipitated crystals were collected by filtration and washed with ether, giving 18.0 g of 2-(3-oxopiperazin-1-yl)-2-im...